Dataset: the Open Reaction Database (ORD), a public repository of structured organic reaction records. Task: describe an organic reaction: reactants, conditions, products, and yield The reactants are OC=1C=C(C(=O)O)C=C(C1C1=CC=CC=C1)[N+](=O)[O-] (3-hydroxy-5-nitro-4-phenylbenzoic acid), C(C1=CC=CC=C1)Br (benzylbromide). The solvent is [OH-].[Na+] (sodium hydroxide). Procedure details: A mixture of 3-hydroxy-5-nitro-4-phenylbenzoic acid (3.0 g), benzylbromide (1.5 ml) and 1 N sodium hydroxide (30 ml) is stirred at room temperature for 6-7 hours. After cooling, the precipitated sodium 3-benzyloxy-5-nitro-4-phenylbenzoate is collected by filtration and washed with a small amount of icecold water. After drying, the sodium salt is dissolved in hot water (100 ml), and the 3-benzyloxy-5-nitro-4-phenylbenzoic acid is precipitated by addition of 4 N hydrochloric acid (10 ml). After co... Reaction SMILES: [OH:1][C:2]1[CH:3]=[C:4]([CH:8]=[C:9]([N+:17]([O-:19])=[O:18])[C:10]=1[C:11]1[CH:16]=[CH:15][CH:14]=[CH:13][CH:12]=1)[C:5]([OH:7])=[O:6].[CH2:20](Br)[C:21]1[CH:26]=[CH:25][CH:24]=[CH:23][CH:22]=1>[OH-].[Na+]>[CH2:20]([O:1][C:2]1[CH:3]=[C:4]([CH:8]=[C:9]([N+:17]([O-:19])=[O:18])[C:10]=1[C:11]1[CH:16]=[CH:15][CH:14]=[CH:13][CH:12]=1)[C:5]([OH:7])=[O:6])[C:21]1[CH:26]=[CH:25][CH:24]=[CH:23][CH:22]=1 |f:2.3|. Product: C(C1=CC=CC=C1)OC=1C=C(C(=O)O)C=C(C1C1=CC=CC=C1)[N+](=O)[O-] (3-benzyloxy-5-nitro-4-phenylbenzoic acid). Run at time 6.5 hour. Starting materials: COCCNC(=O)N1CC(CC(C1)C1=CC=C(C=C1)C(F)(F)F)C(=O)O (1-[(2-Methoxyethyl)carbamoyl]-5-[4-(trifluoromethyl)phenyl]piperidine-3-carboxylic acid), FC=1C=C(C=CC1)C(N)=NO (3-fluoro-N′-hydroxybenzenecarboximidamide). Product: FC=1C=C(C=CC1)C1=NOC(=N1)C1CN(CC(C1)C1=CC=C(C=C1)C(F)(F)F)C(=O)NCCOC (3-[3-(3-Fluorophenyl)-1,2,4-oxadiazol-5-yl]-N-(2-methoxyethyl)-5-[4-(trifluoromethyl)phenyl]-piperidine-1-carboxamide). RXN SMILES: [CH3:1][O:2][CH2:3][CH2:4][NH:5][C:6]([N:8]1[CH2:13][CH:12]([C:14]2[CH:19]=[CH:18][C:17]([C:20]([F:23])([F:22])[F:21])=[CH:16][CH:15]=2)[CH2:11][CH:10]([C:24]([OH:26])=O)[CH2:9]1)=[O:7].[F:27][C:28]1[CH:29]=[C:30]([C:34](=[N:36]O)[NH2:35])[CH:31]=[CH:32][CH:33]=1>>[F:27][C:28]1[CH:29]=[C:30]([C:34]2[N:36]=[C:24]([CH:10]3[CH2:11][CH:12]([C:14]4[CH:15]=[CH:16][C:17]([C:20]([F:21])([F:23])[F:22])=[CH:18][CH:19]=4)[CH2:13][N:8]([C:6]([NH:5][CH2:4][CH2:3][O:2][CH3:1])=[O:7])[CH2:9]3)[O:26][N:35]=2)[CH:31]=[CH:32][CH:33]=1. Procedure details: 100 mg (0.267 mmol) of the compound from Example 105A and 77 mg (0.497 mmol) of 3-fluoro-N′-hydroxybenzenecarboximidamide were reacted according to the General Method 2. Yield: 64 mg (55% of theory) The reactants are ClC(Cl)Cl, CC(O)c1ccc(-c2cn3cc(I)ccc3n2)cc1. Product: CC(=O)c1ccc(-c2cn3cc(I)ccc3n2)cc1. As a reaction SMILES: [CH:20]([Cl:21])([Cl:22])[Cl:23].[I:1][c:2]1[cH:3][cH:4][c:5]2[n:6]([cH:7]1)[cH:8][c:9](-[c:11]1[cH:12][cH:13][c:14]([CH:17]([CH3:18])[OH:19])[cH:15][cH:16]1)[n:10]2>>[I:1][c:2]1[cH:3][cH:4][c:5]2[n:6]([cH:7]1)[cH:8][c:9](-[c:11]1[cH:12][cH:13][c:14]([C:17]([CH3:18])=[O:19])[cH:15][cH:16]1)[n:10]2. Starting materials: C1(=CC=CC=C1)SC1=C(C=C(C=C1)[N+](=O)[O-])C#N (4-nitro-2-cyanophenyl phenyl sulfide), C(C)O (ethanol), stannous chloride dihydrate, [OH-].[Na+] (NaOH), C(Cl)Cl (methylene chloride). The solvent is CCCCCC (hexane). Reaction conditions: temperature 60 celsius, time 30 minute. The product is C1(=CC=CC=C1)SC1=C(C=C(C=C1)N)C#N (4-amino-2-cyanophenyl phenyl sulfide). Isolated yield 904.2%. As a reaction SMILES: [C:1]1([S:7][C:8]2[CH:13]=[CH:12][C:11]([N+:14]([O-])=O)=[CH:10][C:9]=2[C:17]#[N:18])[CH:6]=[CH:5][CH:4]=[CH:3][CH:2]=1.C(O)C.[OH-].[Na+].C(Cl)Cl>CCCCCC>[C:1]1([S:7][C:8]2[CH:13]=[CH:12][C:11]([NH2:14])=[CH:10][C:9]=2[C:17]#[N:18])[CH:6]=[CH:5][CH:4]=[CH:3][CH:2]=1 |f:2.3|. Procedure: To a stirred slurry of 4-nitro-2-cyanophenyl phenyl sulfide (13.3 g, 5.19 mmol) and 100 mL of absolute ethanol was added stannous chloride dihydrate (58.6 g, 26 mmol) in one portion. The mixture was heated to 60° C. where an exothermic reaction caused the solution to strongly reflux. The mixture was allowed to stir at ambient temperature for 30 min., poured onto ice-water and made strongly basic by the addition of 350 mL of 15% NaOH. The mixture was extracted with methylene chloride (4×275 mL), ... Reactants: CC(C)(C)OC(=O)NCCOc1cc(CO)nc(CO)c1, [BH3-]C#N, C1CCOC1, CSSC(C)(C)C=O, CC(C)[O-], CC(C)[O-], CC(C)[O-], CC(C)[O-], CCO, NCCOc1cc(CO)nc(CO)c1, [Na+], [Na+], [OH-], [Ti+4]. Yields the product CSSC(C)(C)CNCCOc1cc(CO)nc(CO)c1. As a reaction SMILES: [C:23]([O:24][C:25]([NH:26][CH2:27][CH2:28][O:29][c:30]1[cH:31][c:32]([CH2:33][OH:34])[n:35][c:36]([CH2:37][OH:38])[cH:39]1)=[O:40])([CH3:41])([CH3:42])[CH3:43].[C:44]([BH3-:45])#[N:46].[CH2:50]1[O:51][CH2:52][CH2:53][CH2:54]1.[CH3:1][S:2][S:3][C:4]([CH:5]=[O:6])([CH3:7])[CH3:8].[CH3:55][CH:56]([CH3:57])[O-:58].[CH3:60][CH:61]([CH3:62])[O-:63].[CH3:64][CH:65]([CH3:66])[O-:67].[CH3:68][CH:69]([CH3:70])[O-:71].[CH3:72][CH2:73][OH:74].[NH2:9][CH2:10][CH2:11][O:12][c:13]1[cH:14][c:15]([CH2:21][OH:22])[n:16][c:17]([CH2:19][OH:20])[cH:18]1.[Na+:47].[Na+:49].[OH-:48].[Ti+4:59]>>[CH3:1][S:2][S:3][C:4]([CH2:5][NH:9][CH2:10][CH2:11][O:12][c:13]1[cH:14][c:15]([CH2:21][OH:22])[n:16][c:17]([CH2:19][OH:20])[cH:18]1)([CH3:7])[CH3:8]. The reactants are OC1=CC=C2C=C(C(OC2=C1)=O)C(N)=S (7-hydroxy-2-oxo-2H-chromene-3-carbothioic acid amide), N12CCCCCC2=NCCC1 (1,8-diazabicyclo-[5.4.0]undec-7-ene), C1(=CC=C(C=C1)S(=O)(=O)[O-])C.[NH+]1=CC=CC=C1 (pyridinium p-toluenesulfonate), BrC(C(=O)N1CCOCC1)C(C)=O (2-bromo-1-morpholin-4-yl-butane-1,3-dione). Run in CN(C=O)C (N,N-dimethylformamide), O (water), CN(C=O)C (N,N dimethylformamide). Reaction conditions: time 15 hour. The product is OC1=CC=C2C=C(C(OC2=C1)=O)C=1SC(=C(N1)C)C(=O)N1CCOCC1 (7-Hydroxy-3-[4-methyl-5-(morpholine-4-carbonyl)-thiazol-2-yl]-chromen-2-one). Yield: 5.8%. Reaction SMILES: [OH:1][C:2]1[CH:11]=[C:10]2[C:5]([CH:6]=[C:7]([C:13](=[S:15])[NH2:14])[C:8](=[O:12])[O:9]2)=[CH:4][CH:3]=1.N12CCCN=C1CCCCC2.Br[CH:28]([C:37](=O)[CH3:38])[C:29]([N:31]1[CH2:36][CH2:35][O:34][CH2:33][CH2:32]1)=[O:30].C1(C)C=CC(S([O-])(=O)=O)=CC=1.[NH+]1C=CC=CC=1>CN(C)C=O.O>[OH:1][C:2]1[CH:11]=[C:10]2[C:5]([CH:6]=[C:7]([C:13]3[S:15][C:28]([C:29]([N:31]4[CH2:36][CH2:35][O:34][CH2:33][CH2:32]4)=[O:30])=[C:37]([CH3:38])[N:14]=3)[C:8](=[O:12])[O:9]2)=[CH:4][CH:3]=1 |f:3.4|. Procedure details: To a stirred suspension of 7-hydroxy-2-oxo-2H-chromene-3-carbothioic acid amide (354 mg, 1.6 mmol) in anhydrous N,N-dimethylformamide (7 mL), 1,8-diazabicyclo-[5.4.0]undec-7-ene (480 μL, 490 mg, 3.2 mmol) was added followed by a solution of 2-bromo-1-morpholin-4-yl-butane-1,3-dione (750 mg, 3.0 mmol) in anhydrous N,N dimethylformamide (15 mL) and the mixture was stirred at room temperature for 15 h. The reaction mixture was poured into water (100 mL) and extracted first with chloroform (3×30 mL)... Starting materials: ClCCCl, CN(C)c1ccncc1, ClCCCl, Cl, CNC(=O)c1c(-c2ccc(F)cc2)oc2ccc(-c3cccc(C(=O)O)c3)cc12, CN(C)C=O, NS(=O)(=O)c1ccccc1. Product: CNC(=O)c1c(-c2ccc(F)cc2)oc2ccc(-c3cccc(C(=O)NS(=O)(=O)c4ccccc4)c3)cc12. As a reaction SMILES: [CH2:30]([Cl:31])[CH2:32][Cl:33].[CH3:49][N:50]([c:51]1[cH:52][cH:53][n:54][cH:55][cH:56]1)[CH3:57].[Cl:45][CH2:46][CH2:47][Cl:48].[ClH:34].[F:1][c:2]1[cH:3][cH:4][c:5](-[c:8]2[o:9][c:10]3[c:11]([c:12]2[C:13]([NH:14][CH3:15])=[O:16])[cH:17][c:18](-[c:21]2[cH:22][c:23]([C:24](=[O:25])[OH:26])[cH:27][cH:28][cH:29]2)[cH:19][cH:20]3)[cH:6][cH:7]1.[O:58]=[CH:59][N:60]([CH3:61])[CH3:62].[c:35]1([S:41](=[O:42])(=[O:43])[NH2:44])[cH:36][cH:37][cH:38][cH:39][cH:40]1>>[F:1][c:2]1[cH:3][cH:4][c:5](-[c:8]2[o:9][c:10]3[c:11]([c:12]2[C:13]([NH:14][CH3:15])=[O:16])[cH:17][c:18](-[c:21]2[cH:22][c:23]([C:24](=[O:25])[NH:44][S:41]([c:35]4[cH:36][cH:37][cH:38][cH:39][cH:40]4)(=[O:42])=[O:43])[cH:27][cH:28][cH:29]2)[cH:19][cH:20]3)[cH:6][cH:7]1. Reactants: ice water, N1=C(Cl)N=C(Cl)N=C1Cl (cyanuric chloride), ice water, NC1=CC(=C(C(=C1)C)O)C(C)(C)C (4-amino-2-tert.-butyl-6-methylphenol), C([O-])([O-])=O.[Na+].[Na+] (sodium carbonate). Run in CC(=O)C (acetone), CC(=O)C (acetone), O (water). Conditions: time 16 hour. Yields the product C(C)(C)(C)C=1C=C(NC2=NC(=NC(=N2)NC2=CC(=C(C(=C2)C)O)C(C)(C)C)Cl)C=C(C1O)C (2,4-bis-(3-tert.-butyl-5-methyl-4-hydroxyanilino)-6-chloro-1,3,5-triazine). The yield is 37.8%. RXN SMILES: [N:1]1[C:8](Cl)=[N:7][C:5]([Cl:6])=[N:4][C:2]=1Cl.[NH2:10][C:11]1[CH:16]=[C:15]([CH3:17])[C:14]([OH:18])=[C:13]([C:19]([CH3:22])([CH3:21])[CH3:20])[CH:12]=1.[C:23](=[O:26])([O-])[O-].[Na+].[Na+]>CC(C)=O.O>[C:19]([C:13]1[CH:12]=[C:11]([CH:16]=[C:15]([CH3:17])[C:14]=1[OH:18])[NH:10][C:8]1[N:1]=[C:2]([NH:10][C:11]2[CH:16]=[C:15]([CH3:14])[C:23]([OH:26])=[C:13]([C:19]([CH3:22])([CH3:21])[CH3:20])[CH:12]=2)[N:4]=[C:5]([Cl:6])[N:7]=1)([CH3:22])([CH3:21])[CH3:20] |f:2.3.4|. Procedure details: 36.9 g of cyanuric chloride in 200 ml of boiling acetone were slowly poured into 400 ml of ice water, whilst stirring. The temperature was maintained between 0° and 5° C. by means of external cooling. 71.6 g of 4-amino-2-tert.-butyl-6-methylphenol in 100 ml of acetone and 42.4 g of sodium carbonate in 100 ml of water were simultaneously added at 10° C. The mixture was stirred at 10° C. for one hour and then at room temperature for 16 hours. The reaction mixture was then poured into ice water and... Yields the product CC1CC2C3CCC4=CC(=O)CCC4=C3C(c3ccc(-c4ccncc4)cc3)CC2(C)C1C(=O)C1CC1. Reactants: CC1CC2C3CCC4=CC(=O)CCC4=C3C(c3ccc(Br)cc3)CC2(C)C1C(=O)C1CC1, OB(O)c1ccncc1. RXN SMILES: [Br:1][c:2]1[cH:3][cH:4][c:5]([CH:8]2[C:9]3=[C:10]4[CH2:11][CH2:12][C:13](=[O:32])[CH:14]=[C:15]4[CH2:16][CH2:17][CH:18]3[CH:19]3[CH2:20][CH:21]([CH3:31])[CH:22]([C:26](=[O:27])[CH:28]4[CH2:29][CH2:30]4)[C:23]3([CH3:24])[CH2:25]2)[cH:6][cH:7]1.[n:33]1[cH:34][cH:35][c:36]([B:39]([OH:40])[OH:41])[cH:37][cH:38]1>>[c:2]1(-[c:36]2[cH:35][cH:34][n:33][cH:38][cH:37]2)[cH:3][cH:4][c:5]([CH:8]2[C:9]3=[C:10]4[CH2:11][CH2:12][C:13](=[O:32])[CH:14]=[C:15]4[CH2:16][CH2:17][CH:18]3[CH:19]3[CH2:20][CH:21]([CH3:31])[CH:22]([C:26](=[O:27])[CH:28]4[CH2:29][CH2:30]4)[C:23]3([CH3:24])[CH2:25]2)[cH:6][cH:7]1.